Dataset: the Open Reaction Database (ORD), a public repository of structured organic reaction records. Task: describe an organic reaction: reactants, conditions, products, and yield Reactants: [H-].[Na+] (NaH), ClC=1C=C(N)C=CC1 (3-Chloroaniline), ClC=1C=CC=2N(N1)C(=CN2)CC=2C=C1C=CC=NC1=CC2 (6-(6-chloro-imidazo[1,2-b]pyridazin-3-ylmethyl)-quinoline). Run in CN1CCCC1=O (NMP), CCOC(=O)C (EtOAc). Reaction conditions: temperature 85 celsius, time 10 minute. Yields the product ClC=1C=C(C=CC1)NC=1C=CC=2N(N1)C(=CN2)CC=2C=C1C=CC=NC1=CC2 ((3-Chloro-phenyl)-(3-quinolin-6-ylmethyl-imidazo[1,2-b]pyridazin-6-yl)-amine). Reaction SMILES: [H-].[Na+].[Cl:3][C:4]1[CH:5]=[C:6]([CH:8]=[CH:9][CH:10]=1)[NH2:7].Cl[C:12]1[CH:13]=[CH:14][C:15]2[N:16]([C:18]([CH2:21][C:22]3[CH:23]=[C:24]4[C:29](=[CH:30][CH:31]=3)[N:28]=[CH:27][CH:26]=[CH:25]4)=[CH:19][N:20]=2)[N:17]=1>CN1C(=O)CCC1.CCOC(C)=O>[Cl:3][C:4]1[CH:5]=[C:6]([NH:7][C:12]2[CH:13]=[CH:14][C:15]3[N:16]([C:18]([CH2:21][C:22]4[CH:23]=[C:24]5[C:29](=[CH:30][CH:31]=4)[N:28]=[CH:27][CH:26]=[CH:25]5)=[CH:19][N:20]=3)[N:17]=2)[CH:8]=[CH:9][CH:10]=1 |f:0.1|. Procedure: NaH (34 mg, 0.85 mmol) was suspended in NMP (1.5 mL) under argon. 3-Chloroaniline (108 μL, 1.017 mmol) was added and the RM was heated to 85° C. After 10 min, 6-(6-chloro-imidazo[1,2-b]pyridazin-3-ylmethyl)-quinoline (Example 14, 100 mg, 0.339 mmol) was added and the RM was stirred at 85° C. for 1 h. The mixture was then heated to 160° C. for 10 min. The mixture was diluted with EtOAc and washed with water (3×). The aqueous layer was extracted with EtOAc (3×). The combined organic layers were dr... Isolated yield 45.0%. Yields the product OCC(C)(C)C1=CC=C(C=C1)N1C(N(C(C1=O)(C)C)CC1=CC(=NC=C1)NC=1C=NC=CC1)=O (3-[4-(2-hydroxy-1,1-dimethylethyl)phenyl]-5,5-dimethyl-1-{[2-(pyridin-3-ylamino)-pyridin-4-yl]methyl}imidazolidine-2,4-dione). Reaction conditions: time 1 hour. Procedure: To a solution of 0.29 mL of diborane-dimethyl sulphide (2M in tetrahydrofuran) in 5 mL of tetrahydrofuran, under argon, at room temperature, is added 0.11 g of 2-(4-{4,4-dimethyl-2,5-dioxo-3-[2-(pyridin-3-ylamino)pyridin-4-ylmethyl]imidazolidin-1-yl}-phenyl)-2-methylpropionic acid obtained in stage f) below. The reaction medium is stirred at this same temperature for one hour and concentrated under reduced pressure. The residue obtained is taken up in 10 mL of methanol and 2 mL of 1N hydrochlori... The solvent is C(C)(=O)OCC (ethyl acetate), O1CCCC1 (tetrahydrofuran), Cl (hydrochloric acid), CO (methanol). Starting materials: B#B.CSC (diborane dimethyl sulphide), CC1(N(C(N(C1=O)C1=CC=C(C=C1)C(C(=O)O)(C)C)=O)CC1=CC(=NC=C1)NC=1C=NC=CC1)C (2-(4-{4,4-dimethyl-2,5-dioxo-3-[2-(pyridin-3-ylamino)pyridin-4-ylmethyl]imidazolidin-1-yl}-phenyl)-2-methylpropionic acid), [OH-].[Na+] (sodium hydroxide), O (water). RXN SMILES: B#B.CSC.[CH3:6][C:7]1([CH3:40])[C:11](=[O:12])[N:10]([C:13]2[CH:18]=[CH:17][C:16]([C:19]([CH3:24])([CH3:23])[C:20](O)=[O:21])=[CH:15][CH:14]=2)[C:9](=[O:25])[N:8]1[CH2:26][C:27]1[CH:32]=[CH:31][N:30]=[C:29]([NH:33][C:34]2[CH:35]=[N:36][CH:37]=[CH:38][CH:39]=2)[CH:28]=1.O.[OH-].[Na+]>O1CCCC1.CO.Cl.C(OCC)(=O)C>[OH:21][CH2:20][C:19]([C:16]1[CH:17]=[CH:18][C:13]([N:10]2[C:11](=[O:12])[C:7]([CH3:40])([CH3:6])[N:8]([CH2:26][C:27]3[CH:32]=[CH:31][N:30]=[C:29]([NH:33][C:34]4[CH:35]=[N:36][CH:37]=[CH:38][CH:39]=4)[CH:28]=3)[C:9]2=[O:25])=[CH:14][CH:15]=1)([CH3:24])[CH3:23] |f:0.1,4.5|. Reactants: Cl (HCl), [OH-].[Na+] (NaOH), [OH-].[Na+] (NaOH), C(C)(C)(C)C1=C(C=CC=C1)O (2-tert-butylphenol), [OH-].[Na+] (NaOH), O (H2O), C(Cl)(Cl)Cl (CHCl3). Reaction conditions: temperature 50 celsius. Yields the product C(C)(C)(C)C=1C(=C(C=O)C=CC1)O (3-tert-butyl-2-hydroxybenzaldehyde). Yield: 26.0%. As a reaction SMILES: [C:1]([C:5]1[CH:10]=[CH:9][CH:8]=[CH:7][C:6]=1O)([CH3:4])([CH3:3])[CH3:2].[OH-:12].[Na+].[OH2:14].Cl.[CH:16](Cl)(Cl)Cl>>[C:1]([C:5]1[C:10]([OH:14])=[C:9]([CH:8]=[CH:7][CH:6]=1)[CH:16]=[O:12])([CH3:4])([CH3:3])[CH3:2] |f:1.2|. Reported procedure: A mixture of 2-tert-butylphenol (15 g, 0.010 mol), powdered NaOH (20 g,0.50 mol), H2O (3.6 ml), and CHCl3 (100 mL) was heated at 50° C. for 1 h. Then more powdered NaOH (12 g, 0.30 mol) was added at an increment of 2 g every 15 min. At the end of the NaOH additions, the reaction was continued to be heated at 56° C. for 1 h. After cooling, the reaction was acidified with HCl (12N). The chloroform fraction was separated, dried (MgSO4), and concentrated. The residue was loaded on a silica gel colum... The reactants are N1=C(C=CC=C1)CC(=O)[O-] (2-pyridylacetate), CNC (dimethylamine), C(C)O (ethanol). Product: COC(C(=O)N(C)C)C1=NC=CC=C1 (2-methoxy-N,N-dimethyl-2-(2-pyridyl)acetamide). Reaction SMILES: [N:1]1[CH:6]=[CH:5][CH:4]=[CH:3][C:2]=1[CH2:7][C:8]([O-:10])=O.[CH3:11][NH:12][CH3:13].[CH2:14]([OH:16])C>>[CH3:14][O:16][CH:7]([C:2]1[CH:3]=[CH:4][CH:5]=[CH:6][N:1]=1)[C:8]([N:12]([CH3:13])[CH3:11])=[O:10]. Procedure: A mixture of 18.1 g. of methyl 2-methoxy-2-(2-pyridylacetate and 10 g. of dimethylamine in ethanol is stirred at room temperature for 26 hours. The mixture is concentrated, dissolved in chloroform and extracted with brine. The organic phase is dried over magnesium sulfate and filtered and the solvent is removed under reduced pressure to give 2-methoxy-N,N-dimethyl-2-(2-pyridyl)acetamide. The reactants are C1(=CC=CC=C1)C1=C(C=CC=C1)O (2-phenylphenol), C1(=CC=CC=C1)C (toluene), C1(=CC=CC=C1)C#CC1=CC=CC=C1 (diphenylacetylene), diyne complex, [Li+].C[Si](C)(C)[N-][Si](C)(C)C (LiHMDS), Cl (HCl). Solvent: THF, THF. Conditions: time 45 minute. The product is C1(=CC=CC=C1)C#CC=1COCC1C#CC1=CC=CC=C1 (3,4-bis-phenylethynyl-2,5-dihydrofuran). RXN SMILES: [Li+].[CH3:2][Si]([N-][Si](C)(C)C)(C)C.C1(C2C=CC=C[C:18]=2[OH:23])C=CC=CC=1.[C:24]1([C:30]#[C:31][C:32]2[CH:37]=[CH:36][CH:35]=[CH:34][CH:33]=2)[CH:29]=[CH:28][CH:27]=[CH:26][CH:25]=1.Cl.[C:39]1(C)C=C[CH:42]=[CH:41][CH:40]=1>>[C:32]1([C:31]#[C:30][C:24]2[CH2:2][O:23][CH2:18][C:29]=2[C:28]#[C:27][C:26]2[CH:25]=[CH:42][CH:41]=[CH:40][CH:39]=2)[CH:33]=[CH:34][CH:35]=[CH:36][CH:37]=1 |f:0.1|. Procedure: 1.04 g (0.63 mmol) of the diyne complex was dissolved in 5 mL of THF and added by pipette dropwise to LiHMDS (210 mg, 1.26 mmol) dissolved in 20 mL of THF. After 45 minutes, the reaction mixture was concentrated to a dark brown oil. Pentane was added and the mixture was filtered through Celite. The filtrate was transferred to a 100 mL round bottom flask, concentrated and dissolved in 10 mL of toluene. 640 mg (3.76 mmol) of 2-phenylphenol dissolved in 5 mL of toluene was added, the color of the s...